Dataset: the Open Reaction Database (ORD), a public repository of structured organic reaction records. Task: describe an organic reaction: reactants, conditions, products, and yield The reactants are C(C)(C)(C)OC(=O)N1[C@H](C(=O)O)CC(C1)(F)F (N-(tert-butoxycarbonyl) 4,4-difluoroproline), CSC (DMS). The solvent is C1CCOC1 (THF). Product: C(C)(C)(C)OC(=O)N1C(CC(C1)(F)F)CO (1-(tert-butoxycarbonyl)-4,4-difluoro-2-pyrrolidinylmethanol). Isolated yield 74.7%. RXN SMILES: [C:1]([O:5][C:6]([N:8]1[CH2:15][C:14]([F:17])([F:16])[CH2:13][C@H:9]1[C:10](O)=[O:11])=[O:7])([CH3:4])([CH3:3])[CH3:2].CSC>C1COCC1>[C:1]([O:5][C:6]([N:8]1[CH2:15][C:14]([F:16])([F:17])[CH2:13][CH:9]1[CH2:10][OH:11])=[O:7])([CH3:4])([CH3:3])[CH3:2]. Reported procedure: To a stirred solution of N-(tert-butoxycarbonyl) 4,4-difluoroproline (3.00 g, 11.9 mmol) in THF (20 ml) was added BH3.DMS (1.1 ml, 11.9 mmol) at room temperature. The mixture was heated at reflux for 2 h. After cooling to room temperature, the mixture was concntrated in vacuo. The residue was quenched by the addition of H2O (100 ml) and extracted with CHCl3 (2×200 ml). The combined extracts were dried over MgSO4 and evaporated. The residue was chromatographed on silica gel with CHCl3-EtOAc (4:1)... Reactants: ClCC(=O)C1(CCC1)C1=C(C=CC=C1)OC (2-Chloro-1-[1-(2-methoxy-phenyl)-cyclobutyl]-ethanone), [F-].[K+] (KF), FC(C1=CC=C(OCC2CNCCC2)C=C1)(F)F (3-(4-trifluoromethyl-phenoxymethyl)-piperidine). Run in C(C)#N (acetonitrile), C1CCOC1 (THF). Run at time 8 hour. The product is COC1=C(C=CC=C1)C1(CCC1)C(CN1CC(CCC1)COC1=CC=C(C=C1)C(F)(F)F)=O (1-[1-(2-methoxy-phenyl)-cyclobutyl]-2-[3-(4-trifluoromethyl-phenoxymethyl)-piperidin-1-yl]-ethanone). The yield is 30.1%. Reaction SMILES: Cl[CH2:2][C:3]([C:5]1([C:9]2[CH:14]=[CH:13][CH:12]=[CH:11][C:10]=2[O:15][CH3:16])[CH2:8][CH2:7][CH2:6]1)=[O:4].[F-].[K+].[F:19][C:20]([F:36])([F:35])[C:21]1[CH:34]=[CH:33][C:24]([O:25][CH2:26][CH:27]2[CH2:32][CH2:31][CH2:30][NH:29][CH2:28]2)=[CH:23][CH:22]=1>C(#N)C.C1COCC1>[CH3:16][O:15][C:10]1[CH:11]=[CH:12][CH:13]=[CH:14][C:9]=1[C:5]1([C:3](=[O:4])[CH2:2][N:29]2[CH2:30][CH2:31][CH2:32][CH:27]([CH2:26][O:25][C:24]3[CH:33]=[CH:34][C:21]([C:20]([F:19])([F:35])[F:36])=[CH:22][CH:23]=3)[CH2:28]2)[CH2:8][CH2:7][CH2:6]1 |f:1.2|. Procedure details: 2-Chloro-1-[1-(2-methoxy-phenyl)-cyclobutyl]-ethanone (55 mg) in 2 mL acetonitrile was treated with freshly flamed-dried KF on Celite (200 mg) and 3-(4-trifluoromethyl-phenoxymethyl)-piperidine (66 mg, 1.1 equiv). The mixture was stirred overnight, diluted with THF (5 mL), filtered, concentrated in vacuo and purified on silica gel to give the desired 1-[1-(2-methoxy-phenyl)-cyclobutyl]-2-[3-(4-trifluoromethyl-phenoxymethyl)-piperidin-1-yl]-ethanone (32 mg, 30%). Data for this amino ketone: MS 46... The reactants are FC(C(=O)NC=1N=C2N(C=CN=C2)C1)(F)F (2,2,2-Trifluoro-N-(imidazo[1,2-a]pyrazin-2-yl)acetamide). Solvent: N (NH3), CO (methanol). Conditions: temperature 68 celsius. The product is N=1C(=CN2C1C=NC=C2)N (imidazo[1,2-a]pyrazin-2-amine). Reaction SMILES: FC(F)(F)C([NH:5][C:6]1[N:7]=[C:8]2[CH:13]=[N:12][CH:11]=[CH:10][N:9]2[CH:14]=1)=O>N.CO>[N:7]1[C:6]([NH2:5])=[CH:14][N:9]2[CH:10]=[CH:11][N:12]=[CH:13][C:8]=12. Procedure details: 2,2,2-Trifluoro-N-(imidazo[1,2-a]pyrazin-2-yl)acetamide (prepared as described in WO2004/058266A1, 520 mg) was dissolved in 7N NH3 in methanol (4.0 mL), and heated at 68° C. in a sealed tube for 6 hours. The reaction mixture was then cooled and concentrated to provide the title compound. The reactants are [H-].[Al+3].[Li+].[H-].[H-].[H-] (lithium aluminium hydride), O (Water), [OH-].[Na+] (NaOH), NC=1C=CC(=C(C1)C1CC2CCC(C1)N2C(=O)OC(C)(C)C)OC (3-(5-Amino-2-methoxyphenyl)-8-tert-butoxycarbonyl-8-azabicyclo[3.2.1]octane), [H-].[Al+3].[Li+].[H-].[H-].[H-] (lithium aluminium hydride), O (water). Solvent: C1CCOC1 (THF). Reaction conditions: time 2 hour. The product is NC=1C=CC(=C(C1)C1CC2CCC(C1)N2C)OC (3-(5-Amino-2-methoxyphenyl)-8-methyl-8-azabicyclo[3.2.1]octane). The yield is 84.7%. RXN SMILES: [NH2:1][C:2]1[CH:3]=[CH:4][C:5]([O:23][CH3:24])=[C:6]([CH:8]2[CH2:14][CH:13]3[N:15]([C:16](OC(C)(C)C)=O)[CH:10]([CH2:11][CH2:12]3)[CH2:9]2)[CH:7]=1.[H-].[Al+3].[Li+].[H-].[H-].[H-].O.[OH-].[Na+]>C1COCC1>[NH2:1][C:2]1[CH:3]=[CH:4][C:5]([O:23][CH3:24])=[C:6]([CH:8]2[CH2:9][CH:10]3[N:15]([CH3:16])[CH:13]([CH2:12][CH2:11]3)[CH2:14]2)[CH:7]=1 |f:1.2.3.4.5.6,8.9|. Procedure details: 3-(5-Amino-2-methoxyphenyl)-8-tert-butoxycarbonyl-8-azabicyclo[3.2.1]octane (D4, 0.385 g, 1.16 mmol) was dissolved in dry THF (30 ml) with stirring and was treated with lithium aluminium hydride (0.088 g, 2.32 mmol) under argon. The reaction mixture was then heated to reflux. After 2 h and 4 h, further amounts of lithium aluminium hydride (0.132 g, 3.48 mmol) were added. Reflux was then maintained for a further 4 h, before the reaction mixture was allowed to cool. Water (0.352 ml) was then added... The reactants are BrCC1CC1, COC(=O)c1ccc(O)cc1, CC(C)=O, [I-], [K+], [K+], [Na+], O=C([O-])[O-]. Product: COC(=O)c1ccc(OCC2CC2)cc1. RXN SMILES: [Br:20][CH2:21][CH:22]1[CH2:23][CH2:24]1.[CH3:1][O:2][C:3]([c:4]1[cH:5][cH:6][c:7]([OH:10])[cH:8][cH:9]1)=[O:11].[CH3:25][C:26](=[O:27])[CH3:28].[I-:12].[K+:14].[K+:15].[Na+:13].[O-:16][C:17]([O-:18])=[O:19]>>[CH3:1][O:2][C:3]([c:4]1[cH:5][cH:6][c:7]([O:10][CH2:21][CH:22]2[CH2:23][CH2:24]2)[cH:8][cH:9]1)=[O:11]. Reactants: COC=1C=C(C=CC1C1=CN=CO1)NC(=S)N ((3-methoxy-4-oxazol-5-yl-phenyl)-thiourea), BrC1C(C(CCC1)C1=CC=CC=C1)=O (2-bromo-6-phenyl-cyclohexanone). Solvent: C(C)O (ethanol). Yields the product COC=1C=C(C=CC1C1=CN=CO1)NC=1SC2=C(N1)C(CCC2)C2=CC=CC=C2 ((3-Methoxy-4-oxazol-5-yl-phenyl)-(4-phenyl-4,5,6,7-tetrahydro-benzothiazol-2-yl)-amine). The yield is 83.4%. Reaction SMILES: [CH3:1][O:2][C:3]1[CH:4]=[C:5]([NH:14][C:15]([NH2:17])=[S:16])[CH:6]=[CH:7][C:8]=1[C:9]1[O:13][CH:12]=[N:11][CH:10]=1.Br[CH:19]1[CH2:24][CH2:23][CH2:22][CH:21]([C:25]2[CH:30]=[CH:29][CH:28]=[CH:27][CH:26]=2)[C:20]1=O>C(O)C>[CH3:1][O:2][C:3]1[CH:4]=[C:5]([NH:14][C:15]2[S:16][C:27]3[CH2:28][CH2:29][CH2:30][CH:25]([C:21]4[CH:22]=[CH:23][CH:24]=[CH:19][CH:20]=4)[C:26]=3[N:17]=2)[CH:6]=[CH:7][C:8]=1[C:9]1[O:13][CH:12]=[N:11][CH:10]=1. Procedure details: A suspension of (3-methoxy-4-oxazol-5-yl-phenyl)-thiourea (74.8 mg, 0.3 mmol) and of 2-bromo-6-phenyl-cyclohexanone (75.9 mg, 0.3 mmol, preparation: WO9404487) in ethanol (4 mL) was heated over night to reflux under an atmosphere of nitrogen. After cooling to room temperature the solvent was evaporated under reduced pressure and the residue was purified on silica gel using dichloromethane/methanol (19:1 v/v) as eluent to yield the title compound (101 mg, 83%) as an off-white foam. MS ISP (m/e): ...